From a dataset of the Open Reaction Database (ORD), a public repository of structured organic reaction records. describe an organic reaction: reactants, conditions, products, and yield Starting materials: Cl.Cl.BrC=1C=C2CC(CNC2=C(C1)[N+](=O)[O-])N (6-bromo-1,2,3,4-tetrahydro-8-nitro-3-quinolinamine dihydrochloride), ICCC (iodopropane), NC1CN2C3=C(C=CC=C3C1)NC2=O (5-(amino)-5,6-dihydro-4H-imidazo[4,5,1-ij]quinolin-2(1H)-one). Run in C(C)(=O)OCC (ethyl acetate). Yields the product C(C=C)N(C1CN2C3=C(C=CC=C3C1)NC2=O)CC=C (5-(diallylamino)-5,6-dihydro-4H-imidazo[4,5,1-ij]quinolin-2(1H)-one), C(C=C)NC1CN2C3=C(C=CC=C3C1)NC2=O (5-(allylamino)-5,6-dihydro-4H-imidazo[4,5,1-ij]quinolin-2(1H)-one). Reaction SMILES: I[CH2:2][CH2:3][CH3:4].[NH2:5][CH:6]1[CH2:15][C:14]2[C:9]3=[C:10]([NH:16][C:17](=[O:18])[N:8]3[CH2:7]1)[CH:11]=[CH:12][CH:13]=2.Cl.Cl.Br[C:22]1[CH:23]=C2C(=C([N+]([O-])=O)[CH:31]=1)NCC(N)C2>C(OCC)(=O)C>[CH2:2]([N:5]([CH2:23][CH:22]=[CH2:31])[CH:6]1[CH2:15][C:14]2[C:9]3=[C:10]([NH:16][C:17](=[O:18])[N:8]3[CH2:7]1)[CH:11]=[CH:12][CH:13]=2)[CH:3]=[CH2:4].[CH2:2]([NH:5][CH:6]1[CH2:15][C:14]2[C:9]3=[C:10]([NH:16][C:17](=[O:18])[N:8]3[CH2:7]1)[CH:11]=[CH:12][CH:13]=2)[CH:3]=[CH2:4] |f:2.3.4|. Reported procedure: Following the procedure of Example 54, but substituting allyl bromide for iodopropane and 5-(amino)-5,6-dihydro-4H-imidazo[4,5,1-ij]quinolin-2(1H)-one for 6-bromo-1,2,3,4-tetrahydro-8-nitro-3-quinolinamine dihydrochloride there were obtained 5-(diallylamino)-5,6-dihydro-4H-imidazo[4,5,1-ij]quinolin-2(1H)-one, mp 150-152 from ethyl acetate and 5-(allylamino)-5,6-dihydro-4H-imidazo[4,5,1-ij]quinolin-2(1H)-one. The latter compound was converted to the hydrochloride salt, mp 260° from methanol:ether... The reactants are F[B-](F)(F)F, CO, CCN(C(C)C)C(C)C, CN(C)C=O, COc1cnc(-n2cnc(CO)n2)c2[nH]cc(C(=O)C(=O)O)c12, c1ccc(-c2ncnc3c2CCNC3)nc1, CN(C)C(On1nnc2ccccc21)=[N+](C)C. The product is COc1cnc(-n2cnc(CO)n2)c2[nH]cc(C(=O)C(=O)N3CCc4c(ncnc4-c4ccccn4)C3)c12. RXN SMILES: [B-:40]([F:41])([F:42])([F:43])[F:44].[CH3:76][OH:77].[CH:62]([N:63]([CH2:64][CH3:65])[CH:66]([CH3:67])[CH3:68])([CH3:69])[CH3:70].[O:71]=[CH:72][N:73]([CH3:74])[CH3:75].[OH:1][CH2:2][c:3]1[n:4][n:5](-[c:8]2[n:9][cH:10][c:11]([O:22][CH3:23])[c:12]3[c:13]2[nH:14][cH:15][c:16]3[C:17]([C:18](=[O:19])[OH:20])=[O:21])[cH:6][n:7]1.[n:24]1[c:25](-[c:30]2[c:31]3[c:32]([n:33][cH:34][n:35]2)[CH2:36][NH:37][CH2:38][CH2:39]3)[cH:26][cH:27][cH:28][cH:29]1.[n:45]1([O:46][C:47]([N:48]([CH3:49])[CH3:50])=[N+:51]([CH3:52])[CH3:53])[c:54]2[cH:55][cH:56][cH:57][cH:58][c:59]2[n:60][n:61]1>>[OH:1][CH2:2][c:3]1[n:4][n:5](-[c:8]2[n:9][cH:10][c:11]([O:22][CH3:23])[c:12]3[c:13]2[nH:14][cH:15][c:16]3[C:17]([C:18](=[O:20])[N:37]2[CH2:36][c:32]3[c:31]([c:30](-[c:25]4[n:24][cH:29][cH:28][cH:27][cH:26]4)[n:35][cH:34][n:33]3)[CH2:39][CH2:38]2)=[O:21])[cH:6][n:7]1. Product: COC1=C(C(=S)N2CC(CC2)(C2=CC=CC=C2)CCN2CCN(CCC2)C2=NC3=C(N2CCOCC)C=CC=C3)C=C(C=C1)C (1-(2-Methoxy-5-methylthiobenzoyl)-3-(2-(4-(1-(2-ethoxyethyl)-1H-benzimidazol-2-yl)[1,4]diazepan-1-yl)ethyl)-3-phenylpyrrolidine). Reaction SMILES: [CH3:1][O:2][C:3]1[CH:11]=[CH:10][C:9]([CH3:12])=[CH:8][C:4]=1[C:5](O)=[S:6].Cl.[CH2:14]([O:16][CH2:17][CH2:18][N:19]1[C:23]2[CH:24]=[CH:25][CH:26]=[CH:27][C:22]=2[N:21]=[C:20]1[N:28]1[CH2:34][CH2:33][CH2:32][N:31]([CH2:35][CH2:36][C:37]2([C:42]3[CH:47]=[CH:46][CH:45]=[CH:44][CH:43]=3)[CH2:41][CH2:40][NH:39][CH2:38]2)[CH2:30][CH2:29]1)[CH3:15]>>[CH3:1][O:2][C:3]1[CH:11]=[CH:10][C:9]([CH3:12])=[CH:8][C:4]=1[C:5]([N:39]1[CH2:40][CH2:41][C:37]([CH2:36][CH2:35][N:31]2[CH2:32][CH2:33][CH2:34][N:28]([C:20]3[N:19]([CH2:18][CH2:17][O:16][CH2:14][CH3:15])[C:23]4[CH:24]=[CH:25][CH:26]=[CH:27][C:22]=4[N:21]=3)[CH2:29][CH2:30]2)([C:42]2[CH:47]=[CH:46][CH:45]=[CH:44][CH:43]=2)[CH2:38]1)=[S:6] |f:1.2|. Reactants: COC1=C(C(=S)O)C=C(C=C1)C (2-methoxy-5-methylthiobenzoic acid), Cl.C(C)OCCN1C(=NC2=C1C=CC=C2)N2CCN(CCC2)CCC2(CNCC2)C2=CC=CC=C2 (3-(2-(4-(1-(2-ethoxyethyl)-1H-benzimidazol-2-yl)[1,4]diazepan-1-yl)ethyl)-3-phenylpyrrolidine hydrochloric acid salt). Procedure: Prepare by the method of Example 56.1 using 2-methoxy-5-methylthiobenzoic acid and 3-(2-(4-(1-(2-ethoxyethyl)-1H-benzimidazol-2-yl)[1,4]diazepan-1-yl)ethyl)-3-phenylpyrrolidine hydrochloric acid salt (prepared from (−)-3-phenyl-3-(2-hydroxyethyl)pyrrolidine(R,R)-di-p-anisoyltartaric acid salt) to give the title compound. Starting materials: C(C)(=O)O.N1CCC(CC1)CCCO (3-(Piperidin-4-yl)propanol acetic acid salt), [OH-].[Na+] (NaOH), C(=O)(OCCCC)OC(=O)OCCCC (di-butyl dicarbonate), O1CCOCC1 (dioxane). The product is C(=O)(OC(C)(C)C)N1CCC(CC1)CCCO (3-(N-Boc-Piperidin-4-yl)propanol), EtOAc hexanes. Yield: 20.0%. RXN SMILES: [C:1]([OH:4])(=[O:3])C.[NH:5]1[CH2:10][CH2:9][CH:8]([CH2:11][CH2:12][CH2:13][OH:14])[CH2:7][CH2:6]1.[OH-].[Na+].C(OC(OC[CH2:29][CH2:30][CH3:31])=O)(OCCCC)=O.O1CCOC[CH2:33]1>>[C:1]([N:5]1[CH2:10][CH2:9][CH:8]([CH2:11][CH2:12][CH2:13][OH:14])[CH2:7][CH2:6]1)([O:4][C:30]([CH3:29])([CH3:31])[CH3:33])=[O:3] |f:0.1,2.3|. Procedure: A stirred solution of 3-2 (41.8 g, 0.14 mol), dioxane (300 mL), and 3N NaOH (0.51 mol, 170 mL) at ambient temperature was treated with di-butyl dicarbonate (32.1 g, 0.15 mol). After 24 h the dioxane was evaporated and the aqueous phase extracted with ether. The ethereal extracts were combined, washed with 10% KHSO4 and brine, dried (MgSO4), and then concentrated. Flash chromatography (silica, 30% to 50% EtOAc/ hexanes) gave 3-3 as an oil, Rf 0.11 (silica, 20% EtOAc/hexanes). The reactants are CC(C)(C)OC(=O)NCCCN, CN(C)C(=O)C(Br)c1nc2cc(Cl)ccc2c(=O)n1Cc1ccccc1, CN(C)C=O, CCOC(C)=O, O. Product: CN(C)C(=O)C(NCCCNC(=O)OC(C)(C)C)c1nc2cc(Cl)ccc2c(=O)n1Cc1ccccc1. As a reaction SMILES: [C:32](=[O:33])([O:34][C:35]([CH3:36])([CH3:37])[CH3:38])[NH:39][CH2:40][CH2:41][CH2:42][NH2:43].[CH2:1]([c:2]1[cH:3][cH:4][cH:5][cH:6][cH:7]1)[n:8]1[c:9]([CH:20]([C:21](=[O:22])[N:23]([CH3:24])[CH3:25])[Br:26])[n:10][c:11]2[cH:12][c:13]([Cl:19])[cH:14][cH:15][c:16]2[c:17]1=[O:18].[CH3:27][N:28]([CH3:29])[CH:30]=[O:31].[CH3:45][CH2:46][O:47][C:48](=[O:49])[CH3:50].[OH2:44]>>[CH2:1]([c:2]1[cH:3][cH:4][cH:5][cH:6][cH:7]1)[n:8]1[c:9]([CH:20]([C:21](=[O:22])[N:23]([CH3:24])[CH3:25])[NH:43][CH2:42][CH2:41][CH2:40][NH:39][C:32](=[O:33])[O:34][C:35]([CH3:36])([CH3:37])[CH3:38])[n:10][c:11]2[cH:12][c:13]([Cl:19])[cH:14][cH:15][c:16]2[c:17]1=[O:18].